This data is from the Open Reaction Database (ORD), a public repository of structured organic reaction records. The task is: describe an organic reaction: reactants, conditions, products, and yield Reactants: BrC1=CC=C(C=C1)C(CCNC)OC1=CC(=CC=C1)Cl ([3-(4-Bromo-phenyl)-3-(3-chloro-phenoxy)-propyl]-methyl-amine), CC1(OB(OC1(C)C)C=1C=NNC1)C (4-(4,4,5,5-tetramethyl-1,3,2-dioxaborolan-2-yl)-1H-pyrazole). Yields the product ClC=1C=C(OC(CCNC)C2=CC=C(C=C2)C=2C=NNC2)C=CC1 ({3-(3-Chloro-phenoxy)-3-[4-(1H-pyrazol-4-yl)-phenyl]-propyl}-methyl-amine). Reaction SMILES: Br[C:2]1[CH:7]=[CH:6][C:5]([CH:8]([O:13][C:14]2[CH:19]=[CH:18][CH:17]=[C:16]([Cl:20])[CH:15]=2)[CH2:9][CH2:10][NH:11][CH3:12])=[CH:4][CH:3]=1.CC1(C)C(C)(C)OB([C:29]2[CH:30]=[N:31][NH:32][CH:33]=2)O1>>[Cl:20][C:16]1[CH:15]=[C:14]([CH:19]=[CH:18][CH:17]=1)[O:13][CH:8]([C:5]1[CH:6]=[CH:7][C:2]([C:29]2[CH:30]=[N:31][NH:32][CH:33]=2)=[CH:3][CH:4]=1)[CH2:9][CH2:10][NH:11][CH3:12]. Procedure: [3-(4-Bromo-phenyl)-3-(3-chloro-phenoxy)-propyl]-methyl-amine was reacted with 4-(4,4,5,5-tetramethyl-1,3,2-dioxaborolan-2-yl)-1H-pyrazole following the procedure set out in Example 1 to give the title compound. LC/MS: (PS-B3) Rt 2.80 [M+H]+ 342.26. 1H NMR (Me-d3-OD) δ 2.19-2.30 (1H, m), 2.30-2.45 (1H, m), 2.72 (3H, s), 3.10-3.28 (2H, m), 5.40-5.47 (1H, m), 6.80-6.88 (1H, d), 6.88-6.94 (1H, d), 6.96 (1H, s), 7.15-7.20 (1H, t), 7.38-7.45 (2H, d), 7.57-7.65 (2H, d), 7.98 (2H, s). Starting materials: C(C)OC(=O)C=1C=NN(C1C(=O)O)C (4-(ethoxycarbonyl)-1-methyl-1H-pyrazole-5-carboxylic acid), Cl.Cl.CN1C(=NC2=C1C=CC=C2)CCN (2-(1-methyl-1H-benzo[d]imidazol-2-yl)ethanamine dihydrochloride), oil. Procedure details: The product was obtained starting from 4-(ethoxycarbonyl)-1-methyl-1H-pyrazole-5-carboxylic acid (150 mg, 757 μmol, prepared as described in US 2011/0071128) and 2-(1-methyl-1H-benzo[d]imidazol-2-yl)ethanamine dihydrochloride (225 mg, 908 μmol) according to the method described in example 8, step 3 as red viscous oil (80 mg, 225 μmol, 29.7%). Reaction SMILES: [CH2:1]([O:3][C:4]([C:6]1[CH:7]=[N:8][N:9]([CH3:14])[C:10]=1[C:11]([OH:13])=O)=[O:5])[CH3:2].Cl.Cl.[CH3:17][N:18]1[C:22]2[CH:23]=[CH:24][CH:25]=[CH:26][C:21]=2[N:20]=[C:19]1[CH2:27][CH2:28][NH2:29]>>[CH3:14][N:9]1[C:10]([C:11](=[O:13])[NH:29][CH2:28][CH2:27][C:19]2[N:18]([CH3:17])[C:22]3[CH:23]=[CH:24][CH:25]=[CH:26][C:21]=3[N:20]=2)=[C:6]([C:4]([O:3][CH2:1][CH3:2])=[O:5])[CH:7]=[N:8]1 |f:1.2.3|. The product is CN1N=CC(=C1C(NCCC1=NC2=C(N1C)C=CC=C2)=O)C(=O)OCC (Ethyl 1-methyl-5-(2-(1-methyl-1H-benzo[d]imidazol-2-yl)ethylcarbamoyl)-1H-pyrazole-4-carboxylate).